From a dataset of the Open Reaction Database (ORD), a public repository of structured organic reaction records. describe an organic reaction: reactants, conditions, products, and yield Reactants: C(=O)(OC(C)(C)C)OC(=O)OC(C)(C)C (Di-tert-butyl dicarbonate), O1CCOCC1 (1,4-dioxane), C(C)(C)(C)OC(N[C@H](C(O)C#N)CC)=O ((1S)-(2-Cyano-1-ethyl-2-hydroxyethyl)carbamic acid tert-butyl ester), O1CCOCC1 (1,4-dioxane), Cl (HCl), C1(=CC=CC=C1)OC (Anisole). Conditions: time 24 hour. The product is C(C)(C)(C)OC(=O)NC(C(C(=O)O)O)CC (3-tert-butoxycarbonylamino-2-hydroxypentanoic acid). Reaction SMILES: [C:1]([O:5][C:6](=[O:15])[NH:7][C@@H:8](CC)[CH:9]([C:11]#N)O)([CH3:4])([CH3:3])[CH3:2].C1([O:22]C)C=CC=CC=1.Cl.C(OC(OC(C)(C)C)=O)(OC(C)(C)C)=O.[O:40]1[CH2:45][CH2:44][O:43]CC1>>[C:1]([O:5][C:6]([NH:7][CH:8]([CH2:9][CH3:11])[CH:44]([OH:43])[C:45]([OH:40])=[O:22])=[O:15])([CH3:4])([CH3:3])[CH3:2]. Reported procedure: (1S)-(2-Cyano-1-ethyl-2-hydroxyethyl)carbamic acid tert-butyl ester (10 g, 46.7 mmol) was dissolved in 1,4-dioxane (100 mL). Anisole (5 mL) was added and then concentrated HCl (100 mL). The reaction mixture was heated under reflux for 24 h. The reaction mixture was evaporated to dryness under vacuum and re-dissolved in 100 mL water. The solution was washed with ether and then neutralized with saturated aqueous NaHCO3. Di-tert-butyl dicarbonate (10 g, 46 mmol) was added with 1,4-dioxane (200 mL),... Starting materials: Cl.Cl.C(C1=CC=CC=C1)(=O)CCCCN1CCN(CC1)NCC#N (4-(4-benzoylbutyl)-1-(cyanomethylamino)piperazine dihydrochloride), N(=O)[O-].[Na+] (sodium nitrite). Solvent: O (water), O (water). Run at time 1 hour. The product is Cl.Cl.C(C1=CC=CC=C1)(=O)CCCCN1CCN(CC1)[N+]=1[N-]OC(C1)=N (3-[4-(4-benzoylbutyl)piperazin-1-yl]sydnonimine dihydrochloride). The yield is 137.3%. Reaction SMILES: [ClH:1].Cl.[C:3]([CH2:11][CH2:12][CH2:13][CH2:14][N:15]1[CH2:20][CH2:19][N:18]([NH:21][CH2:22][C:23]#[N:24])[CH2:17][CH2:16]1)(=[O:10])[C:4]1[CH:9]=[CH:8][CH:7]=[CH:6][CH:5]=1.[N:25]([O-])=[O:26].[Na+]>O>[ClH:1].[ClH:1].[C:3]([CH2:11][CH2:12][CH2:13][CH2:14][N:15]1[CH2:20][CH2:19][N:18]([N+:21]2[N-:25][O:26][C:23](=[NH:24])[CH:22]=2)[CH2:17][CH2:16]1)(=[O:10])[C:4]1[CH:9]=[CH:8][CH:7]=[CH:6][CH:5]=1 |f:0.1.2,3.4,6.7.8|. Procedure details: 5.0 g of 4-(4-benzoylbutyl)-1-(cyanomethylamino)piperazine dihydrochloride was dissolved in 50 ml of water, and under ice cooling, a solution of 2.0 g of sodium nitrite in 20 ml of water was added dropwise. The reaction was carried out for 1 hour. The reaction mixture was extracted with chloroform. Chloroform was evaporated, and the residue was dissolved in 30 ml of methanol. Then, 30 ml of 12% ethanolic hydrochloric acid was added, and the reaction was carried out for two days at room temperatu... Starting materials: C1(=CC=CC=C1)COC=1C=C(C=CC1OCC1=CC=CC=C1)CCN(C(C(F)(F)F)=O)CCCCCCSCCC1=CC=CC=C1 (N-[2-[3,4-Bis(phenylmethoxy)phenyl]ethyl]-N-[6-(2-phenylethylthio)hexyl]-2,2,2-trifluoroacetamide), [OH-].[Na+] (sodium hydroxide). Solvent: C(C)O (ethanol). Product: C1(=CC=CC=C1)CCSCCCCCCNCCC1=CC(=C(C=C1)OCC1=CC=CC=C1)OCC1=CC=CC=C1 (N-[6-(2-Phenylethylthio)hexyl]-3,4-bis(phenylmethoxy)benzeneethanamine), hydrochloride salt. As a reaction SMILES: [C:1]1([CH2:7][O:8][C:9]2[CH:10]=[C:11]([CH2:23][CH2:24][N:25]([CH2:32][CH2:33][CH2:34][CH2:35][CH2:36][CH2:37][S:38][CH2:39][CH2:40][C:41]3[CH:46]=[CH:45][CH:44]=[CH:43][CH:42]=3)C(=O)C(F)(F)F)[CH:12]=[CH:13][C:14]=2[O:15][CH2:16][C:17]2[CH:22]=[CH:21][CH:20]=[CH:19][CH:18]=2)[CH:6]=[CH:5][CH:4]=[CH:3][CH:2]=1.[OH-].[Na+]>C(O)C>[C:41]1([CH2:40][CH2:39][S:38][CH2:37][CH2:36][CH2:35][CH2:34][CH2:33][CH2:32][NH:25][CH2:24][CH2:23][C:11]2[CH:12]=[CH:13][C:14]([O:15][CH2:16][C:17]3[CH:18]=[CH:19][CH:20]=[CH:21][CH:22]=3)=[C:9]([O:8][CH2:7][C:1]3[CH:2]=[CH:3][CH:4]=[CH:5][CH:6]=3)[CH:10]=2)[CH:46]=[CH:45][CH:44]=[CH:43][CH:42]=1 |f:1.2|. Reported procedure: The product from step (b) (7.0 g, 0.011 mole) was heated to reflux for 2 hr with a solution of sodium hydroxide (0.93 g, 0.023 mole) in 90% ethanol (100 ml). The cooled solution was concentrated in vacuo and the residue diluted with water and extracted with dichloromethane. The extracts were washed with water, dried (MgSO4) and evaporated. The residue was dissolved in ether and treated with ethereal-HCl to give the sub-title compound as the hydrochloride salt, a white solid (5.5 g) mp 89°-91°. Reactants: C(CC)N(C1COC2=C(C=CC(=C2C1)S(=O)(=O)C(F)(F)F)F)CCC (3-dipropylamino-8-fluoro-5-trifluoromethanesulfonylchroman), product, C([O-])([O-])=O.[Na+].[Na+] (sodium carbonate), O1C(=CC=C1)B(O)O (2-furylboronic acid), [Cl-].[Li+] (lithium chloride), O1C(=CC=C1)B(O)O (2furylboronic acid). Reagents/catalysts: C=1C=CC(=CC1)[P](C=2C=CC=CC2)(C=3C=CC=CC3)[Pd]([P](C=4C=CC=CC4)(C=5C=CC=CC5)C=6C=CC=CC6)([P](C=7C=CC=CC7)(C=8C=CC=CC8)C=9C=CC=CC9)[P](C=1C=CC=CC1)(C=1C=CC=CC1)C=1C=CC=CC1 (tetrakis(triphenylphosphine)palladium(0)), [Pd].C1(=CC=CC=C1)P(C1=CC=CC=C1)C1=CC=CC=C1.C1(=CC=CC=C1)P(C1=CC=CC=C1)C1=CC=CC=C1.C1(=CC=CC=C1)P(C1=CC=CC=C1)C1=CC=CC=C1.C1(=CC=CC=C1)P(C1=CC=CC=C1)C1=CC=CC=C1 (tetrakis(triphenylphosphine)-palladium(0)). Solvent: C(C)O (ethanol), C1(=CC=CC=C1)C (toluene), N (ammonia), C(C)O (ethanol). Reaction conditions: time 3 hour. The product is C(CC)N(C1COC2=C(C=CC(=C2C1)C=1OC=CC1)F)CCC (3-dipropylamino-8-fluoro-5-(2-furyl)chroman). Isolated yield 52.9%. Reaction SMILES: [CH2:1]([N:4]([CH2:23][CH2:24][CH3:25])[CH:5]1[CH2:14][C:13]2[C:8](=[C:9]([F:22])[CH:10]=[CH:11][C:12]=2S(C(F)(F)F)(=O)=O)[O:7][CH2:6]1)[CH2:2][CH3:3].[O:26]1[CH:30]=[CH:29][CH:28]=[C:27]1B(O)O.[Cl-].[Li+].C(=O)([O-])[O-].[Na+].[Na+]>N.C1C=CC([P]([Pd]([P](C2C=CC=CC=2)(C2C=CC=CC=2)C2C=CC=CC=2)([P](C2C=CC=CC=2)(C2C=CC=CC=2)C2C=CC=CC=2)[P](C2C=CC=CC=2)(C2C=CC=CC=2)C2C=CC=CC=2)(C2C=CC=CC=2)C2C=CC=CC=2)=CC=1.C(O)C.C1(C)C=CC=CC=1>[CH2:1]([N:4]([CH2:23][CH2:24][CH3:25])[CH:5]1[CH2:14][C:13]2[C:8](=[C:9]([F:22])[CH:10]=[CH:11][C:12]=2[C:27]2[O:26][CH:30]=[CH:29][CH:28]=2)[O:7][CH2:6]1)[CH2:2][CH3:3] |f:2.3,4.5.6,^1:46,48,67,86|. Reported procedure: In a three-necked round-bottom flask (25 mL) equipped with a magnetic stirrer and a reflux condensor the following reagents were mixed under nitrogen: 3-dipropylamino-8-fluoro-5-trifluoromethanesulfonylchroman (0.104 g; 0.25 mmol), absolute ethanol (1.7 mL), toluene (3.6 mL), 2-furylboronic acid (0.071 g; 0.64 mmol), lithium chloride (0.022 g; 0.51 mmol), 2M sodium carbonate (0.7 mL) and tetrakis(triphenylphosphine)palladium(0) (0.0073 g). The mixture was heated on an oil-bath to a reflux temper... The reactants are C(C1=CC=CC=C1)OC1=C2CCCC(C2=CC=C1)C(=O)NC=1C=NC(=CC1)C(C)C (5-benzyloxy-N-(6-isopropylpyridin-3-yl)-1,2,3,4-tetrahydronaphthalene-1-carboxamide), ClCC=1N=C(SC1)CC (4-chloromethyl-2-ethylthiazole). Product: C(C1=CC=CC=C1)OC1=C2CCCC(C2=CC=C1)C(=O)N(C=1C=NC(=CC1)C(C)C)CC=1N=C(SC1)CC (5-benzyloxy-N-[(2-ethylthiazol-4-yl)methyl]-N-(6-isopropylpyridin-3-yl)-1,2,3,4-tetrahydronaphthalene-1-carboxamide). The yield is 82.5%. As a reaction SMILES: [CH2:1]([O:8][C:9]1[CH:18]=[CH:17][CH:16]=[C:15]2[C:10]=1[CH2:11][CH2:12][CH2:13][CH:14]2[C:19]([NH:21][C:22]1[CH:23]=[N:24][C:25]([CH:28]([CH3:30])[CH3:29])=[CH:26][CH:27]=1)=[O:20])[C:2]1[CH:7]=[CH:6][CH:5]=[CH:4][CH:3]=1.Cl[CH2:32][C:33]1[N:34]=[C:35]([CH2:38][CH3:39])[S:36][CH:37]=1>>[CH2:1]([O:8][C:9]1[CH:18]=[CH:17][CH:16]=[C:15]2[C:10]=1[CH2:11][CH2:12][CH2:13][CH:14]2[C:19]([N:21]([CH2:32][C:33]1[N:34]=[C:35]([CH2:38][CH3:39])[S:36][CH:37]=1)[C:22]1[CH:23]=[N:24][C:25]([CH:28]([CH3:30])[CH3:29])=[CH:26][CH:27]=1)=[O:20])[C:2]1[CH:7]=[CH:6][CH:5]=[CH:4][CH:3]=1. Reported procedure: By the reaction and treatment in the same manner as in Example 132 using 5-benzyloxy-N-(6-isopropylpyridin-3-yl)-1,2,3,4-tetrahydronaphthalene-1-carboxamide (1.20 g) and 4-chloromethyl-2-ethylthiazole (0.49 g) as starting materials, 5-benzyloxy-N-[(2-ethylthiazol-4-yl)methyl]-N-(6-isopropylpyridin-3-yl)-1,2,3,4-tetrahydronaphthalene-1-carboxamide (1.30 g) was obtained. Reactants: [Br-], OCc1nn(C(c2ccccc2)(c2ccccc2)c2ccccc2)c2ncc(Br)cc12, CC1(C)CCCC(C)(C)N1O, [O-]Cl, ClCCl, [K+], [Na+], O. Yields the product O=Cc1nn(C(c2ccccc2)(c2ccccc2)c2ccccc2)c2ncc(Br)cc12. RXN SMILES: [Br-:32].[Br:1][c:2]1[cH:3][c:4]2[c:5]([n:6][cH:7]1)[n:8]([C:13]([c:14]1[cH:15][cH:16][cH:17][cH:18][cH:19]1)([c:20]1[cH:21][cH:22][cH:23][cH:24][cH:25]1)[c:26]1[cH:27][cH:28][cH:29][cH:30][cH:31]1)[n:9][c:10]2[CH2:11][OH:12].[CH3:34][C:35]1([CH3:44])[N:36]([O:37])[C:38]([CH3:39])([CH3:40])[CH2:41][CH2:42][CH2:43]1.[Cl:45][O-:46].[Cl:48][CH2:49][Cl:50].[K+:33].[Na+:47].[OH2:51]>>[Br:1][c:2]1[cH:3][c:4]2[c:5]([n:6][cH:7]1)[n:8]([C:13]([c:14]1[cH:15][cH:16][cH:17][cH:18][cH:19]1)([c:20]1[cH:21][cH:22][cH:23][cH:24][cH:25]1)[c:26]1[cH:27][cH:28][cH:29][cH:30][cH:31]1)[n:9][c:10]2[CH:11]=[O:12]. Reactants: CCOC(=O)c1cc2c(C=Cc3ccccc3)nc(N)nc2s1, CCO. The product is CCOC(=O)c1cc2c(CCc3ccccc3)nc(N)nc2s1. RXN SMILES: [CH2:1]([CH3:2])[O:3][C:4](=[O:5])[c:6]1[cH:7][c:8]2[c:9]([n:10][c:11]([NH2:22])[n:12][c:13]2[CH:14]=[CH:15][c:16]2[cH:17][cH:18][cH:19][cH:20][cH:21]2)[s:23]1.[CH3:24][CH2:25][OH:26]>>[CH2:1]([CH3:2])[O:3][C:4](=[O:5])[c:6]1[cH:7][c:8]2[c:9]([n:10][c:11]([NH2:22])[n:12][c:13]2[CH2:14][CH2:15][c:16]2[cH:17][cH:18][cH:19][cH:20][cH:21]2)[s:23]1. Starting materials: COC1=CC(=C(C=C1)C1C(C(C2=CC=C(C=C12)OCCC)C1=CC2=C(C=C1)OCO2)C(=O)O)OCOC ((1RS,2SR,3RS)-3-(4-methoxy-2-methoxymethoxyphenyl)-1-(3,4-methylenedioxyphenyl)-5-(prop-1-yloxy)indane-2-carboxylic acid), C1CCC2=NCCCN2CC1 (DBU), IC (iodomethane). The solvent is C(C)#N (acetonitrile). Run at time 3.5 hour. Product: COC1=CC(=C(C=C1)C1C(C(C2=CC=C(C=C12)OCCC)C1=CC2=C(C=C1)OCO2)C(=O)OC)OCOC (Methyl(1RS,2SR,3RS)-3-(4-methoxy-2-methoxymethoxyphenyl)-1-(3,4-methylenedioxyphenyl)-5-(prop-1-yloxy)indane-2-carboxylate). The yield is 87.9%. RXN SMILES: [CH3:1][O:2][C:3]1[CH:8]=[CH:7][C:6]([CH:9]2[C:17]3[C:12](=[CH:13][CH:14]=[C:15]([O:18][CH2:19][CH2:20][CH3:21])[CH:16]=3)[CH:11]([C:22]3[CH:27]=[CH:26][C:25]4[O:28][CH2:29][O:30][C:24]=4[CH:23]=3)[CH:10]2[C:31]([OH:33])=[O:32])=[C:5]([O:34][CH2:35][O:36][CH3:37])[CH:4]=1.[CH2:38]1CCN2C(=NCCC2)CC1.IC>C(#N)C>[CH3:1][O:2][C:3]1[CH:8]=[CH:7][C:6]([CH:9]2[C:17]3[C:12](=[CH:13][CH:14]=[C:15]([O:18][CH2:19][CH2:20][CH3:21])[CH:16]=3)[CH:11]([C:22]3[CH:27]=[CH:26][C:25]4[O:28][CH2:29][O:30][C:24]=4[CH:23]=3)[CH:10]2[C:31]([O:33][CH3:38])=[O:32])=[C:5]([O:34][CH2:35][O:36][CH3:37])[CH:4]=1. Reported procedure: To a solution of (1RS,2SR,3RS)-3-(4-methoxy-2-methoxymethoxyphenyl)-1-(3,4-methylenedioxyphenyl)-5-(prop-1-yloxy)indane-2-carboxylic acid (1.98 g, 3.91 mmol) in acetonitrile (15 ml) was added DBU (0.655 g, 4.3 mmol) followed by iodomethane (2.77 g, 19.5 mmol). The reaction mixture was stirred at room temperature 3.5 h then partitioned between EtOAc and 3N HCl. The organic extract was washed with H2O, saturated NaHCO3 solution, H2O, then brine, dried (Na2SO4) and solvent removed in vacuo to provi... The reactants are Cl.C(C)OCC (hydrochloric acid diethyl ether), C(#N)[BH3-].[Na+] (Sodium cyanoborohydride), [OH-].[Na+] (sodium hydroxide), C(C)(=O)O (Acetic acid), N1N=CC2=CC(=CC=C12)O[C@@H]1CC[C@H](CC1)N (trans-4-(1H-indazol-5-yloxy)cyclohexanamine), C=O (paraformaldehyde). Solvent: CO (methanol). Reaction conditions: time 15 minute. Product: Cl.N1N=CC2=CC(=CC=C12)O[C@@H]1CC[C@H](CC1)N(C)C (trans-4-(1H-indazol-5-yloxy)-N,N-dimethylcyclohexanamine monohydrochloride). Isolated yield 86.0%. As a reaction SMILES: [C:1](O)(=O)C.[NH:5]1[C:13]2[C:8](=[CH:9][C:10]([O:14][C@H:15]3[CH2:20][CH2:19][C@H:18](N)[CH2:17][CH2:16]3)=[CH:11][CH:12]=2)[CH:7]=[N:6]1.C=O.[C:24]([BH3-])#[N:25].[Na+].[OH-].[Na+].[ClH:30].C(OCC)C>CO>[ClH:30].[NH:5]1[C:13]2[C:8](=[CH:9][C:10]([O:14][C@H:15]3[CH2:20][CH2:19][C@H:18]([N:25]([CH3:24])[CH3:1])[CH2:17][CH2:16]3)=[CH:11][CH:12]=2)[CH:7]=[N:6]1 |f:3.4,5.6,7.8,10.11|. Reported procedure: Acetic acid (0.05 ml, 0.87 mmol) was added to a solution of the trans-4-(1H-indazol-5-yloxy)cyclohexanamine (0.044 g, 0.19 mmol) obtained in Example 384 and paraformaldehyde (0.040 g, 1.33 mmol) in methanol (4 ml), and the resulting mixture was stirred for 15 minutes and then ice-cooled. Sodium cyanoborohydride (0.055 g, 0.87 mmol) was added thereto and the resulting mixture was slowly warmed up to room temperature and stirred overnight. After a 1N-aqueous sodium hydroxide solution was added the... Reactants: C(C)N (ethylamine), BrC1=C(C=C(C=C1)C(F)(F)F)S(=O)(=O)Cl (2-bromo-5-(trifluoromethyl)benzene-1-sulfonyl chloride). Yields the product BrC1=C(C=C(C=C1)C(F)(F)F)S(=O)(=O)NCC (2-Bromo-N-ethyl-5-(trifluoromethyl)benzenesulfonamide). RXN SMILES: [CH2:1]([NH2:3])[CH3:2].[Br:4][C:5]1[CH:10]=[CH:9][C:8]([C:11]([F:14])([F:13])[F:12])=[CH:7][C:6]=1[S:15](Cl)(=[O:17])=[O:16]>>[Br:4][C:5]1[CH:10]=[CH:9][C:8]([C:11]([F:13])([F:12])[F:14])=[CH:7][C:6]=1[S:15]([NH:3][CH2:1][CH3:2])(=[O:17])=[O:16]. Reported procedure: The title compound was prepared in a manner similar to that described for Intermediate EU using ethylamine and 2-bromo-5-(trifluoromethyl)benzene-1-sulfonyl chloride. 1H NMR (500 MHz, CDCl3) δ 8.43-8.38 (m, 1H), 7.93-7.86 (dd, J=8.3, 0.9, 1H), 7.70-7.62 (m, 1H), 5.08 (s, 1H), 3.11-2.96 (m, 2H), 1.19-1.09 (t, J=7.2, 3H).